Dataset: the Open Reaction Database (ORD), a public repository of structured organic reaction records. Task: describe an organic reaction: reactants, conditions, products, and yield Reactants: hydrochloride salt, O (water), FC(C1=CC=C(C=C1)N=C=O)(F)F (p-trifluoromethylphenylisocyanate), N=C1N(CCCC1)C (2-imino-1-methylpiperidine), [OH-].[Na+] (NaOH), ( 5 ). Solvent: CO (methanol). Conditions: time 4 hour. Product: CN1C(CCCC1)=NC(=O)NC1=CC=C(C=C1)C(F)(F)F (1-(1-methyl-2-piperidylidene)-3-(4-trifluoromethylphenyl)urea). Reaction SMILES: [NH:1]=[C:2]1[CH2:7][CH2:6][CH2:5][CH2:4][N:3]1[CH3:8].[OH-].[Na+].O.[F:12][C:13]([F:24])([F:23])[C:14]1[CH:19]=[CH:18][C:17]([N:20]=[C:21]=[O:22])=[CH:16][CH:15]=1>CO>[CH3:8][N:3]1[CH2:4][CH2:5][CH2:6][CH2:7][C:2]1=[N:1][C:21]([NH:20][C:17]1[CH:16]=[CH:15][C:14]([C:13]([F:12])([F:23])[F:24])=[CH:19][CH:18]=1)=[O:22] |f:1.2|. Procedure details: The hydrochloride salt of 2-imino-1-methylpiperidine (7.60 g.; 0.068 mole) is converted to free base by adding 7 ml. of NaOH (50%) to an aqueous slurry (using a minimal amount of water) of the salt and then extracting with benzene. After drying over K2CO3, the benzene solution is filtered through diatomaceous earth. A benzene solution of 12.73 g. (0.068 mole) of p-trifluoromethylphenylisocyanate [prepared according to Inukai and Maki, Kogyo Kagaku Zasshi, 67 (5) 807-9 (1964] is added to the abov... The reactants are N=1C=CN2C1C(=CC=C2)OCCCN2C(SCC2=O)=O (3-[3-(imidazo[1,2-a]pyridin-8-yloxy)propyl]thiazolidine-2,4-dione), C(CCC)=O (n-butyraldehyde), N1CCCCC1 (piperidine). The solvent is C(C)O (ethanol). Yields the product C(CCC)=C1C(N(C(S1)=O)CCCOC=1C=2N(C=CC1)C=CN2)=O (5-butylidene-3-[3-(imidazo[1,2-a]pyridin-8-yloxy)propyl]thiazolidine-2,4-dione). As a reaction SMILES: [N:1]1[CH:2]=[CH:3][N:4]2[CH:9]=[CH:8][CH:7]=[C:6]([O:10][CH2:11][CH2:12][CH2:13][N:14]3[C:18](=[O:19])[CH2:17][S:16][C:15]3=[O:20])[C:5]=12.[CH:21](=O)[CH2:22][CH2:23][CH3:24].N1CCCCC1>C(O)C>[CH:21](=[C:17]1[S:16][C:15](=[O:20])[N:14]([CH2:13][CH2:12][CH2:11][O:10][C:6]2[C:5]3[N:4]([CH:3]=[CH:2][N:1]=3)[CH:9]=[CH:8][CH:7]=2)[C:18]1=[O:19])[CH2:22][CH2:23][CH3:24]. Reported procedure: To a solution of 1.17 g (4.0 mmol) of 3-[3-(imidazo[1,2-a]pyridin-8-yloxy)propyl]thiazolidine-2,4-dione and 0.36 ml (4.0 mmol) of n-butyraldehyde in 15 ml of ethanol, 0.04 ml (0.4 mmol) of piperidine was added, followed by refluxing for 2 hours. After the reaction mixture was cooled, the solvent was distilled off. The residue was dissolved in chloroform, washed with saturated aqueous sodium hydrogen carbonate and dried, after which the solvent was distilled off. The residue was purified by colum...